From a dataset of the Open Reaction Database (ORD), a public repository of structured organic reaction records. describe an organic reaction: reactants, conditions, products, and yield Starting materials: [N+](=O)([O-])[O-].[Na+] (sodium nitrate), N(=O)[O-].[Na+] (sodium nitrite), C(#N)C=1C=C(C=CC1)O (3-cyanophenol), S(O)(O)(=O)=O (sulfuric acid). Solvent: C(Cl)Cl (methylene chloride), C(Cl)Cl (methylene chloride). Reaction conditions: time 24 hour. The product is [N+](=O)([O-])C1=C(C=C(C=C1)C#N)O (2-nitro-5-cyanophenol). The yield is 27.7%. As a reaction SMILES: [C:1]([C:3]1[CH:4]=[C:5]([OH:9])[CH:6]=[CH:7][CH:8]=1)#[N:2].[N+:10]([O-])([O-:12])=[O:11].[Na+].S(=O)(=O)(O)O.N([O-])=O.[Na+]>C(Cl)Cl>[N+:10]([C:6]1[CH:7]=[CH:8][C:3]([C:1]#[N:2])=[CH:4][C:5]=1[OH:9])([O-:12])=[O:11] |f:1.2,4.5|. Procedure details: 3-cyanophenol (2.38 g, 20 mmol) was dissolved in methylene chloride(40 mL) followed by the addition of sodium nitrate (1.88 g, 22 mmol). The addition of sulfuric acid (20 mL/3M) was then made, followed by addition of a catalytic amount of sodium nitrite. The mixture was allowed to stir. After 24 hours, the reaction mixture was diluted with methylene chloride and extracted with water. The organic layer was dried over MgSO4 and filtered. The solvent was evaporated and chromatography of the resulti... Starting materials: Cc1ccc(NC(=O)OCc2ccccc2)c(=O)n1CC(=O)OC(C)(C)C, CCOC(C)=O. The product is Cc1ccc(N)c(=O)n1CC(=O)OC(C)(C)C. Reaction SMILES: [C:1]([CH3:2])([CH3:3])([CH3:4])[O:5][C:6]([CH2:7][n:8]1[c:9](=[O:26])[c:10]([NH:15][C:16]([O:17][CH2:18][c:19]2[cH:20][cH:21][cH:22][cH:23][cH:24]2)=[O:25])[cH:11][cH:12][c:13]1[CH3:14])=[O:27].[CH3:28][CH2:29][O:30][C:31](=[O:32])[CH3:33]>>[C:1]([CH3:2])([CH3:3])([CH3:4])[O:5][C:6]([CH2:7][n:8]1[c:9](=[O:26])[c:10]([NH2:15])[cH:11][cH:12][c:13]1[CH3:14])=[O:27]. The reactants are COc1ccc2c(c1)c(-c1cc3nccnc3[nH]1)cn2Cc1ccccc1, N, [Na], C1CCOC1, O. Product: COc1ccc2[nH]cc(-c3cc4nccnc4[nH]3)c2c1. As a reaction SMILES: [CH2:1]([c:2]1[cH:3][cH:4][cH:5][cH:6][cH:7]1)[n:8]1[cH:9][c:10](-[c:19]2[cH:20][c:21]3[c:22]([n:23][cH:24][cH:25][n:26]3)[nH:27]2)[c:11]2[cH:12][c:13]([O:17][CH3:18])[cH:14][cH:15][c:16]12.[NH3:28].[Na:29].[O:31]1[CH2:32][CH2:33][CH2:34][CH2:35]1.[OH2:30]>>[nH:8]1[cH:9][c:10](-[c:19]2[cH:20][c:21]3[c:22]([n:23][cH:24][cH:25][n:26]3)[nH:27]2)[c:11]2[cH:12][c:13]([O:17][CH3:18])[cH:14][cH:15][c:16]12. The reactants are O1CCOCC1 (dioxane), COC1=C(C=C(C=C1)F)B(O)O (2-methoxy-5-fluorophenylboronic acid), BrC=1SC=CC1 (2-bromothiophene), C([O-])([O-])=O.[K+].[K+] (potassium carbonate), Palladium (0) tetrakistriphenylphoshine. The solvent is O (water), C(C)(=O)OCC (ethyl acetate). Run at temperature 85 celsius. Product: S1C(=CC=C1)C1=C(C=CC(=C1)F)OC (2-(thien-2-yl)-4-fluoroanisole). Yield: 243.3%. RXN SMILES: O1CCOCC1.[CH3:7][O:8][C:9]1[CH:14]=[CH:13][C:12]([F:15])=[CH:11][C:10]=1B(O)O.Br[C:20]1[S:21][CH:22]=[CH:23][CH:24]=1.C(=O)([O-])[O-].[K+].[K+]>O.C(OCC)(=O)C>[S:21]1[CH:22]=[CH:23][CH:24]=[C:20]1[C:10]1[CH:11]=[C:12]([F:15])[CH:13]=[CH:14][C:9]=1[O:8][CH3:7] |f:3.4.5|. Reported procedure: To dioxane (113 ml) is added 2-methoxy-5-fluorophenylboronic acid (4.25 g, 24.9 mmol), 2-bromothiophene (3.65 g, 22.7 mmol, 0.9 eq.) and potassium carbonate (2M, 37 ml). Palladium (0) tetrakistriphenylphoshine (0.03 eq.) is then added and the resulting mixture is heated to 85° C. for 3 hours. The reaction is cooled to room temperature and poured into ethyl acetate and water. The aqueous layer is extracted twice with ethyl acetate. The organic layers are combined, and dried over sodium sulfate, c...